Dataset: the Open Reaction Database (ORD), a public repository of structured organic reaction records. Task: describe an organic reaction: reactants, conditions, products, and yield Reactants: NC=1C=C2C(=CNC2=CC1)C1CCN(CC1)C (5-amino-3-(1-methyl-piperidin-4-yl)-1H-indole), ClC1=C(C(=O)Cl)C=CC(=C1)Cl (2,4-dichlorobenzoyl chloride). Yields the product ClC1=C(C(=O)NC=2C=C3C(=CNC3=CC2)C2CCN(CC2)C)C=CC(=C1)Cl (5-(2,4-dichlorobenzoyl)amino-3-(1-methylpiperidin-4-yl)-1H-indole). Isolated yield 69.4%. RXN SMILES: [NH2:1][C:2]1[CH:3]=[C:4]2[C:8](=[CH:9][CH:10]=1)[NH:7][CH:6]=[C:5]2[CH:11]1[CH2:16][CH2:15][N:14]([CH3:17])[CH2:13][CH2:12]1.[Cl:18][C:19]1[CH:27]=[C:26]([Cl:28])[CH:25]=[CH:24][C:20]=1[C:21](Cl)=[O:22]>>[Cl:18][C:19]1[CH:27]=[C:26]([Cl:28])[CH:25]=[CH:24][C:20]=1[C:21]([NH:1][C:2]1[CH:3]=[C:4]2[C:8](=[CH:9][CH:10]=1)[NH:7][CH:6]=[C:5]2[CH:11]1[CH2:16][CH2:15][N:14]([CH3:17])[CH2:13][CH2:12]1)=[O:22]. Reported procedure: Beginning with 10 mg (0.0437 mMol) 5-amino-3-(1-methyl-piperidin-4-yl)-1H-indole and 6.4 μL (0.0458 mMol) 2,4-dichlorobenzoyl chloride, 12.2 mg (80%) of the title compound were recovered.